Dataset: the Open Reaction Database (ORD), a public repository of structured organic reaction records. Task: describe an organic reaction: reactants, conditions, products, and yield Reactants: BrC=1C(C(=CC2=NC3=CC=C(C=C3SC12)OC)OC)=O (4-bromo-2,7-dimethoxy-3H-phenothiazin-3-one), [O-]S(=O)S(=O)[O-].[Na+].[Na+] (Na2S2O4). The solvent is O (water), C(C)(=O)OCC (ethyl acetate). Product: BrC1=C(C(=CC=2NC3=CC=C(C=C3SC12)OC)OC)O (4-bromo-2,7-dimethoxy-3-hydroxy-10H-phenothiazine). Yield: 79.5%. As a reaction SMILES: [Br:1][C:2]1[C:3](=[O:20])[C:4]([O:18][CH3:19])=[CH:5][C:6]2[C:15]=1[S:14][C:13]1[C:8](=[CH:9][CH:10]=[C:11]([O:16][CH3:17])[CH:12]=1)[N:7]=2.[O-]S(S([O-])=O)=O.[Na+].[Na+]>C(OCC)(=O)C.O>[Br:1][C:2]1[C:15]2[S:14][C:13]3[C:8](=[CH:9][CH:10]=[C:11]([O:16][CH3:17])[CH:12]=3)[NH:7][C:6]=2[CH:5]=[C:4]([O:18][CH3:19])[C:3]=1[OH:20] |f:1.2.3|. Reported procedure: The compound from Step 4 (300 mg) was suspended in ethyl acetate (100 ml) and a solution of Na2S2O4 (2 g) in water (40 ml) was then added and the mixture was shaken until the orange-red coloration disappeared. The aqueous layer was decanted, the organic layer was washed with water, dried and evaporated to dryness. The resulting residue was treated with ether and filtered to afford the title compound (240 mg), m.p. 185° C. The reactants are C(C1=CC=CC=C1)(=O)C=1C(N(C(=CC1O)C1=CC=CC=C1)C)=O (3-benzoyl-4-hydroxy-6-phenyl-1-methyl-2(1H)-pyridone), CN (methylamine), CN (methylamine). Solvent: C(C)O (ethanol). Yields the product CN=C(C1=CC=CC=C1)C=1C(N(C(=CC1O)C1=CC=CC=C1)C)=O (3-(α-N-methyliminobenzyl)-4-hydroxy-6-phenyl-1-methyl-2(1H)-pyridone). RXN SMILES: [C:1]([C:9]1[C:10](=[O:23])[N:11]([CH3:22])[C:12]([C:16]2[CH:21]=[CH:20][CH:19]=[CH:18][CH:17]=2)=[CH:13][C:14]=1[OH:15])(=O)[C:2]1[CH:7]=[CH:6][CH:5]=[CH:4][CH:3]=1.[CH3:24][NH2:25]>C(O)C>[CH3:24][N:25]=[C:1]([C:9]1[C:10](=[O:23])[N:11]([CH3:22])[C:12]([C:16]2[CH:21]=[CH:20][CH:19]=[CH:18][CH:17]=2)=[CH:13][C:14]=1[OH:15])[C:2]1[CH:7]=[CH:6][CH:5]=[CH:4][CH:3]=1. Procedure details: Three grams (0.0098 mole) of 3-benzoyl-4-hydroxy-6-phenyl-1-methyl-2(1H)-pyridone is added to 30 milliliters of ethanol saturated with methylamine. The mixture is refluxed for two hours with a stream of methylamine passing through. The mixture is cooled and the resulting solid filtered and washed with ethanol and then ether to give 3-(α-N-methyliminobenzyl)-4-hydroxy-6-phenyl-1-methyl-2(1H)-pyridone; m.p. 225°-227° C. Reactants: [OH-].[K+] (potassium hydroxide), BrCCNCCCNCCBr (N,N'-bis(2-bromoethyl)-1,3-propanediamine), C1(NC(C2=C3C(C=C4C(=C13)C=CC=C4)=CC=C2)=O)=O (1,2-dihydro-3H-dibenz[de,h]isoquinoline-1,3-dione). The solvent is C(C)O (ethanol), C(C)O (ethanol), C(C)O (ethanol). Product: O=C1N(C(C2=C3C(C=C4C(=C13)C=CC=C4)=CC=C2)=O)CCNCCCNCCN2C(C4=C1C(=CC=3C4=C(C2=O)C=CC3)C=CC=C1)=O (N,N'-bis[2-(1,2-dihydro-1,3-dioxo-3H-dibenz[de,h]isoquinolin-2-yl)ethyl]-1,3-propanediamine). Isolated yield 20.0%. As a reaction SMILES: [C:1]1(=[O:19])[C:10]2[C:5]3[C:6](=[CH:15][CH:16]=[CH:17][C:4]=3[C:3](=[O:18])[NH:2]1)[CH:7]=[C:8]1[CH:14]=[CH:13][CH:12]=[CH:11][C:9]1=2.[OH-:20].[K+].Br[CH2:23][CH2:24][NH:25][CH2:26][CH2:27][CH2:28][NH:29][CH2:30][CH2:31]Br>C(O)C>[O:19]=[C:1]1[C:10]2[C:5]3[C:6](=[CH:15][CH:16]=[CH:17][C:4]=3[C:3](=[O:18])[N:2]1[CH2:23][CH2:24][NH:25][CH2:26][CH2:27][CH2:28][NH:29][CH2:30][CH2:31][N:2]1[C:3](=[O:20])[C:4]3[CH:17]=[CH:16][CH:15]=[C:6]4[C:5]=3[C:10](=[C:9]3[CH:11]=[CH:12][CH:13]=[CH:14][C:8]3=[CH:7]4)[C:1]1=[O:19])[CH:7]=[C:8]1[CH:14]=[CH:13][CH:12]=[CH:11][C:9]1=2 |f:1.2|. Reported procedure: A mixture of 1.23 g (5 mmol) of 1,2-dihydro-3H-dibenz[de,h]isoquinoline-1,3-dione in 100 ml of ethanol is treated with 280 mg (5 mmol) of potassium hydroxide in 50 ml of ethanol. After refluxing for 3 hours, 0.65 g (2.5 mmol) of N,N'-bis(2-bromoethyl)-1,3-propanediamine in 50 ml of ethanol are added and the whole is refluxed for 24 hours. The reaction mixture is concentrated in vacuo. The residue is treated with water (100 ml) and extracted with dichloromethane. The organic layers are combined, ... Reactants: CC#CCO, CCN(C(C)C)C(C)C, Fc1ncnc(F)c1F, C1CCOC1. Product: CC#CCOc1ncnc(F)c1F. Reaction SMILES: [CH2:10]([C:11]#[C:12][CH3:13])[OH:14].[CH:15]([N:16]([CH2:17][CH3:18])[CH:19]([CH3:20])[CH3:21])([CH3:22])[CH3:23].[F:1][c:2]1[n:3][cH:4][n:5][c:6]([F:9])[c:7]1[F:8].[O:24]1[CH2:25][CH2:26][CH2:27][CH2:28]1>>[F:1][c:2]1[n:3][cH:4][n:5][c:6]([O:14][CH2:10][C:11]#[C:12][CH3:13])[c:7]1[F:8].